Dataset: the Open Reaction Database (ORD), a public repository of structured organic reaction records. Task: describe an organic reaction: reactants, conditions, products, and yield The reactants are CCOC(=O)CN(c1ccc2c(c1)nc(Cc1ccc(C(N)=NC(=O)OCC)cc1)n2C)S(=O)(=O)c1cccc2cccnc12, CCO, Cl, [Na+], [OH-], O. Product: CCOC(=O)N=C(N)c1ccc(Cc2nc3cc(N(CC(=O)O)S(=O)(=O)c4cccc5cccnc45)ccc3n2C)cc1. Reaction SMILES: [CH2:2]([CH3:3])[O:4][C:5](=[O:6])[CH2:7][N:8]([c:9]1[cH:10][c:11]2[c:12]([n:13]([CH3:31])[c:14]([CH2:16][c:17]3[cH:18][cH:19][c:20]([C:21](=[N:22][C:23](=[O:24])[O:25][CH2:26][CH3:27])[NH2:28])[cH:29][cH:30]3)[n:15]2)[cH:32][cH:33]1)[S:34](=[O:35])(=[O:36])[c:37]1[cH:38][cH:39][cH:40][c:41]2[cH:42][cH:43][cH:44][n:45][c:46]12.[CH2:50]([OH:51])[CH3:52].[ClH:1].[Na+:48].[OH-:47].[OH2:49]>>[O:4]=[C:5]([OH:6])[CH2:7][N:8]([c:9]1[cH:10][c:11]2[c:12]([n:13]([CH3:31])[c:14]([CH2:16][c:17]3[cH:18][cH:19][c:20]([C:21](=[N:22][C:23](=[O:24])[O:25][CH2:26][CH3:27])[NH2:28])[cH:29][cH:30]3)[n:15]2)[cH:32][cH:33]1)[S:34](=[O:35])(=[O:36])[c:37]1[cH:38][cH:39][cH:40][c:41]2[cH:42][cH:43][cH:44][n:45][c:46]12. Yields the product O=C(CBr)Nc1ccccc1C(=O)c1ccccc1. Reaction SMILES: [Br:16][CH2:17][C:18](=[O:19])[Br:20].[Cl:21][CH2:22][Cl:23].[NH2:1][c:2]1[c:3]([C:4](=[O:5])[c:6]2[cH:7][cH:8][cH:9][cH:10][cH:11]2)[cH:12][cH:13][cH:14][cH:15]1.[OH2:24]>>[NH:1]([c:2]1[c:3]([C:4](=[O:5])[c:6]2[cH:7][cH:8][cH:9][cH:10][cH:11]2)[cH:12][cH:13][cH:14][cH:15]1)[C:18]([CH2:17][Br:16])=[O:19]. Starting materials: O=C(Br)CBr, ClCCl, Nc1ccccc1C(=O)c1ccccc1, O. Starting materials: CCO, CCOC(=O)c1ccc(NCCCc2ccccc2OC)cc1, Cl, [K+], [OH-], O, O. The product is COc1ccccc1CCCNc1ccc(C(=O)O)cc1. As a reaction SMILES: [CH2:27]([OH:28])[CH3:29].[CH3:1][O:2][c:3]1[c:4]([CH2:9][CH2:10][CH2:11][NH:12][c:13]2[cH:14][cH:15][c:16]([C:17](=[O:18])[O:19][CH2:20][CH3:21])[cH:22][cH:23]2)[cH:5][cH:6][cH:7][cH:8]1.[ClH:30].[K+:25].[OH-:24].[OH2:26].[OH2:31]>>[CH3:1][O:2][c:3]1[c:4]([CH2:9][CH2:10][CH2:11][NH:12][c:13]2[cH:14][cH:15][c:16]([C:17](=[O:18])[OH:19])[cH:22][cH:23]2)[cH:5][cH:6][cH:7][cH:8]1. The reactants are C(C)(=O)NC1=CC=C(C=C1)C=CC(=O)C1=C(C=CC=C1)O (4-Acetylamino-2'-hydroxychalcone), Cl.NC1=CC=C(C2OC3=CC=CC=C3C(C2)=O)C=C1 (4'-aminoflavanone hydrochloride), Cl (hydrochloric acid). Reagents/catalysts: [Zn] (zinc). Solvent: C(C)(=O)O (acetic acid). Conditions: time 4 hour. Product: NC1=CC=C(C2OC3=CC=CC=C3CC2)C=C1 (4'-aminoflavan). RXN SMILES: C([NH:4][C:5]1[CH:10]=[CH:9][C:8]([CH:11]=[CH:12][C:13]([C:15]2[CH:20]=[CH:19][CH:18]=[CH:17][C:16]=2[OH:21])=O)=[CH:7][CH:6]=1)(=O)C.Cl.Cl.NC1C=CC(C2CC(=O)C3C(=CC=CC=3)O2)=CC=1>[Zn].C(O)(=O)C>[NH2:4][C:5]1[CH:10]=[CH:9][C:8]([CH:11]2[CH2:12][CH2:13][C:15]3[C:16](=[CH:17][CH:18]=[CH:19][CH:20]=3)[O:21]2)=[CH:7][CH:6]=1 |f:2.3|. Reported procedure: 4-Acetylamino-2'-hydroxychalcone (7.20 g.), was boiled under reflux with acetic acid (100 ml) and concentrated hydrochloric acid (25 ml.) for 7 hrs. The clear solution of 4'-aminoflavanone hydrochloride was treated under a nitrogen atmosphere with amalgamated zinc (from zinc powder (40 g.) and mercuric chloride (0.8 g.)) and stirred at room temperature for 4 hrs. The residual zinc was filtered off and washed with acetic acid. The combined washings and filtrate were neutralised to bicarbonate sol... Reactants: C(C1=CC=CC=C1)OC(N(CC=O)CC=O)=O (Bis-(2-oxoethyl)carbamic acid benzyl ester), Cl.CC(CF)(C)N (1,1-dimethyl-2-fluoroethylamine hydrochloride), ClC(C)Cl (dichloroethane), C(C)(=O)O[BH-](OC(C)=O)OC(C)=O.[Na+] (sodium triacetoxyborohydride). Solvent: C(O)([O-])=O.[Na+] (sodium hydrogen carbonate). Conditions: time 3 day. Product: C(C1=CC=CC=C1)OC(=O)N1CCN(CC1)C(CF)(C)C (4-(1,1-Dimethyl-2-fluoroethyl)piperazine-1-carboxylic acid benzyl ester). The yield is 40.0%. Reaction SMILES: [CH2:1]([O:8][C:9](=[O:17])[N:10]([CH2:14][CH:15]=O)[CH2:11][CH:12]=O)[C:2]1[CH:7]=[CH:6][CH:5]=[CH:4][CH:3]=1.Cl.[CH3:19][C:20]([NH2:24])([CH3:23])[CH2:21][F:22].ClC(Cl)C.C(O[BH-](OC(=O)C)OC(=O)C)(=O)C.[Na+]>C(=O)([O-])O.[Na+]>[CH2:1]([O:8][C:9]([N:10]1[CH2:14][CH2:15][N:24]([C:20]([CH3:23])([CH3:19])[CH2:21][F:22])[CH2:12][CH2:11]1)=[O:17])[C:2]1[CH:7]=[CH:6][CH:5]=[CH:4][CH:3]=1 |f:1.2,4.5,6.7|. Procedure details: Bis-(2-oxoethyl)carbamic acid benzyl ester (0.81 g, 3.45 mmol) and 1,1-dimethyl-2-fluoroethylamine hydrochloride (0.40 g, 3.14 mmol) were dissolved dichloroethane (50 mL), and sodium triacetoxyborohydride (1.99 g, 9.41 mmol) was added thereto. The mixture was stirred for three days at room temperature. A saturated aqueous solution of sodium hydrogen carbonate (20 mL) was added to the reaction liquor, and the mixture was stirred for 30 minutes, and then extracted with methylenechloride. The extra... The reactants are COC1=CC=C2C=CC(N(C2=C1)CC=O)=O ((7-methoxy-2-oxoquinolin-1(2H)-yl)acetaldehyde), O1CCOC2=C1C=CC(=C2)CN(C(OC(C)(C)C)=O)C2CCNCC2 (tert-butyl (2,3-dihydro-1,4-benzodioxin-6-ylmethyl)(piperidin-4-yl)carbamate), N1N=NC2=C1C=CC=C2 (benzotriazole), [Cl-].[NH4+] (ammonium chloride), C[Mg]Br.C(C)OCC (methylmagnesium bromide diethyl ether). Run in C(C)(=O)O (acetic acid), ClCCl (dichloromethane), C(C)(=O)OCC (ethyl acetate), O (water), O1CCCC1 (tetrahydrofuran). Conditions: time 1 day. Yields the product O1CCOC2=C1C=CC(=C2)CN(C(OC(C)(C)C)=O)C2CCN(CC2)C(CN2C(C=CC1=CC=C(C=C21)OC)=O)C (tert-butyl (2,3-dihydro-1,4-benzodioxin-6-ylmethyl)(1-(2-(7-methoxy-2-oxoquinolin-1(2H)-yl)-1-methylethyl)piperidin-4-yl)carbamate). Isolated yield 8.8%. RXN SMILES: [CH3:1][O:2][C:3]1[CH:12]=[C:11]2[C:6]([CH:7]=[CH:8][C:9](=[O:16])[N:10]2[CH2:13][CH:14]=O)=[CH:5][CH:4]=1.[O:17]1[C:22]2[CH:23]=[CH:24][C:25]([CH2:27][N:28]([CH:36]3[CH2:41][CH2:40][NH:39][CH2:38][CH2:37]3)[C:29](=[O:35])[O:30][C:31]([CH3:34])([CH3:33])[CH3:32])=[CH:26][C:21]=2[O:20][CH2:19][CH2:18]1.N1C2C=CC=C[C:45]=2N=N1.C[Mg]Br.C(OCC)C.[Cl-].[NH4+]>C(OCC)(=O)C.O.O1CCCC1.C(O)(=O)C.ClCCl>[O:17]1[C:22]2[CH:23]=[CH:24][C:25]([CH2:27][N:28]([CH:36]3[CH2:41][CH2:40][N:39]([CH:14]([CH3:45])[CH2:13][N:10]4[C:11]5[C:6](=[CH:5][CH:4]=[C:3]([O:2][CH3:1])[CH:12]=5)[CH:7]=[CH:8][C:9]4=[O:16])[CH2:38][CH2:37]3)[C:29](=[O:35])[O:30][C:31]([CH3:34])([CH3:32])[CH3:33])=[CH:26][C:21]=2[O:20][CH2:19][CH2:18]1 |f:3.4,5.6|. Procedure details: To 44 mL of a dichloromethane solution containing 0.22 g of (7-methoxy-2-oxoquinolin-1(2H)-yl)acetaldehyde, 0.40 mL of acetic acid, 0.35 g of tert-butyl (2,3-dihydro-1,4-benzodioxin-6-ylmethyl)(piperidin-4-yl)carbamate and 0.12 g of benzotriazole were added, and stirred for 1 day. The solvent was removed under reduced pressure to afford a pale yellow solid. To 4.0 mL of tetrahydrofuran containing this pale yellow solid, 1.0 mL of 3.0 mol/L methylmagnesium bromide/diethyl ether was added and stir... Reactants: CO, NC1CC1, CC(Cl)C(=O)c1c(C(C)C)nn2ccccc12, [I-], [Na+]. Product: CC(NC1CC1)C(=O)c1c(C(C)C)nn2ccccc12, Cl. Reaction SMILES: [CH3:24][OH:25].[CH:18]1([NH2:21])[CH2:19][CH2:20]1.[Cl:1][CH:2]([C:3](=[O:4])[c:5]1[c:6]([CH:14]([CH3:15])[CH3:16])[n:7][n:8]2[c:9]1[cH:10][cH:11][cH:12][cH:13]2)[CH3:17].[I-:22].[Na+:23]>>[CH:2]([C:3](=[O:4])[c:5]1[c:6]([CH:14]([CH3:15])[CH3:16])[n:7][n:8]2[c:9]1[cH:10][cH:11][cH:12][cH:13]2)([CH3:17])[NH:21][CH:18]1[CH2:19][CH2:20]1.[ClH:1]. The reactants are CCCCCCOc1ccc(C(=O)Nc2ccc(C(=O)NN)cc2)cc1, CC(=O)O, O=C1Nc2ccc(I)cc2C1=O. Yields the product CCCCCCOc1ccc(C(=O)Nc2ccc(C(=O)NN=C3C(=O)Nc4ccc(I)cc43)cc2)cc1. Reaction SMILES: [CH2:13]([CH2:14][CH2:15][CH2:16][CH2:17][CH3:18])[O:19][c:20]1[cH:21][cH:22][c:23]([C:24](=[O:25])[NH:26][c:27]2[cH:28][cH:29][c:30]([C:33](=[O:34])[NH:35][NH2:36])[cH:31][cH:32]2)[cH:37][cH:38]1.[CH3:39][C:40](=[O:41])[OH:42].[I:1][c:2]1[cH:3][c:4]2[c:8]([cH:9][cH:10]1)[NH:7][C:6](=[O:11])[C:5]2=[O:12]>>[I:1][c:2]1[cH:3][c:4]2[c:8]([cH:9][cH:10]1)[NH:7][C:6](=[O:11])[C:5]2=[N:36][NH:35][C:33]([c:30]1[cH:29][cH:28][c:27]([NH:26][C:24]([c:23]2[cH:22][cH:21][c:20]([O:19][CH2:13][CH2:14][CH2:15][CH2:16][CH2:17][CH3:18])[cH:38][cH:37]2)=[O:25])[cH:32][cH:31]1)=[O:34]. Reactants: C(=O)(O)C1=CC=C(C=C2C(NC(S2)=O)=O)C=C1 (5-(4-carboxybenzylidene)thiazolidine-2,4-dione), ClC=1C=C(C=CC1Cl)O (3,4-dichlorophenol), C1CCC(CC1)N=C=NC2CCCCC2 (DCC). The solvent is C(Cl)Cl (CH2Cl2). Conditions: time 16 hour. Yields the product ClC=1C=C(OC(=O)C2=CC=C(C=C3C(NC(S3)=O)=O)C=C2)C=CC1Cl (5-(4-(3,4-Dichlorophenoxycarbonyl)benzylidene)thiazolidine-2,4-dione). As a reaction SMILES: [C:1]([C:4]1[CH:17]=[CH:16][C:7]([CH:8]=[C:9]2[S:13][C:12](=[O:14])[NH:11][C:10]2=[O:15])=[CH:6][CH:5]=1)([OH:3])=[O:2].[Cl:18][C:19]1[CH:20]=[C:21](O)[CH:22]=[CH:23][C:24]=1[Cl:25].C1CCC(N=C=NC2CCCCC2)CC1>C(Cl)Cl>[Cl:18][C:19]1[CH:20]=[C:21]([CH:22]=[CH:23][C:24]=1[Cl:25])[O:2][C:1]([C:4]1[CH:5]=[CH:6][C:7]([CH:8]=[C:9]2[S:13][C:12](=[O:14])[NH:11][C:10]2=[O:15])=[CH:16][CH:17]=1)=[O:3]. Reported procedure: 5-(4-Carboxybenzylidene)thiazolidine-2,4-dione (from Example 8, Step A) was dissolved in SO2Cl2 followed by addition of 1-2 drops of DMF. This resulting mixture was heated to ˜80° C. for 15-30 min at which time the reaction was concentrated under reduced pressure. The residue was dissolved in THF and added drop wise to a solution of 3,4-dichlorophenol (1.5 eq) and TEA (2 eq). This resulting mixture was stirred for additional 1-2 h at which time the solid in the reaction mixture was filtered off....